This data is from the Open Reaction Database (ORD), a public repository of structured organic reaction records. The task is: describe an organic reaction: reactants, conditions, products, and yield Reactants: CCOC(=O)C1(S(=O)(=O)c2ccc(OC)cc2)CCN(Cc2ccc(C)cc2)CC1, CO, [Na+], [OH-]. Yields the product COc1ccc(S(=O)(=O)C2(C(=O)O)CCN(Cc3ccc(C)cc3)CC2)cc1. RXN SMILES: [CH2:1]([CH3:2])[O:3][C:4](=[O:5])[C:6]1([S:20](=[O:21])(=[O:22])[c:23]2[cH:24][cH:25][c:26]([O:29][CH3:30])[cH:27][cH:28]2)[CH2:7][CH2:8][N:9]([CH2:12][c:13]2[cH:14][cH:15][c:16]([CH3:19])[cH:17][cH:18]2)[CH2:10][CH2:11]1.[CH3:33][OH:34].[Na+:32].[OH-:31]>>[O:3]=[C:4]([OH:5])[C:6]1([S:20](=[O:21])(=[O:22])[c:23]2[cH:24][cH:25][c:26]([O:29][CH3:30])[cH:27][cH:28]2)[CH2:7][CH2:8][N:9]([CH2:12][c:13]2[cH:14][cH:15][c:16]([CH3:19])[cH:17][cH:18]2)[CH2:10][CH2:11]1.